From a dataset of the Open Reaction Database (ORD), a public repository of structured organic reaction records. describe an organic reaction: reactants, conditions, products, and yield The reactants are CCOC(=O)CC1CCC(c2ccccc2)(N(C)C)CC1, [Li]CCCC, C1CCOC1, [Cl-], [NH4+], Cc1ccc(N)cc1. The product is Cc1ccc(NC(=O)CC2CCC(c3ccccc3)(N(C)C)CC2)cc1. RXN SMILES: [CH2:14]([O:16][C:17](=[O:15])[CH2:18][CH:19]1[CH2:20][CH2:21][C:22]([c:25]2[cH:26][cH:27][cH:28][cH:29][cH:30]2)([N:31]([CH3:32])[CH3:33])[CH2:23][CH2:24]1)[CH3:34].[CH2:1]([Li:2])[CH2:3][CH2:4][CH3:5].[CH2:37]1[O:38][CH2:39][CH2:40][CH2:41]1.[Cl-:35].[NH4+:36].[c:6]1([CH3:13])[cH:7][cH:8][c:9]([NH2:12])[cH:10][cH:11]1>>[c:6]1([CH3:13])[cH:7][cH:8][c:9]([NH:12][C:17](=[O:16])[CH2:18][CH:19]2[CH2:20][CH2:21][C:22]([c:25]3[cH:26][cH:27][cH:28][cH:29][cH:30]3)([N:31]([CH3:32])[CH3:33])[CH2:23][CH2:24]2)[cH:10][cH:11]1.